Dataset: the Open Reaction Database (ORD), a public repository of structured organic reaction records. Task: describe an organic reaction: reactants, conditions, products, and yield The reactants are C#CCBr, Cn1c(C(F)(F)F)ccc(-c2cc3c(cc2F)OCC(=O)N3)c1=O, [H-], [Na+], CN(C)C=O, O. The product is C#CCN1C(=O)COc2cc(F)c(-c3ccc(C(F)(F)F)n(C)c3=O)cc21. Reaction SMILES: [CH2:27]([C:28]#[CH:29])[Br:30].[F:1][c:2]1[cH:3][c:4]2[c:5]([cH:11][c:12]1-[c:13]1[c:14](=[O:24])[n:15]([CH3:23])[c:16]([C:19]([F:20])([F:21])[F:22])[cH:17][cH:18]1)[NH:6][C:7](=[O:10])[CH2:8][O:9]2.[H-:25].[Na+:26].[O:32]=[CH:33][N:34]([CH3:35])[CH3:36].[OH2:31]>>[F:1][c:2]1[cH:3][c:4]2[c:5]([cH:11][c:12]1-[c:13]1[c:14](=[O:24])[n:15]([CH3:23])[c:16]([C:19]([F:20])([F:21])[F:22])[cH:17][cH:18]1)[N:6]([CH2:29][C:28]#[CH:27])[C:7](=[O:10])[CH2:8][O:9]2. The reactants are CC(C)O, CCOC(C)=O, Cc1ccc(S(=O)(=O)n2c(C)nc3c(OC4CCOc5cc(F)cc(F)c54)cc(C(=O)N(C)C)cc32)cc1, [Na+], C1CCOC1, [OH-]. The product is Cc1nc2c(OC3CCOc4cc(F)cc(F)c43)cc(C(=O)N(C)C)cc2[nH]1. Reaction SMILES: [CH3:46][CH:47]([OH:48])[CH3:49].[CH3:50][CH2:51][O:52][C:53](=[O:54])[CH3:55].[F:1][c:2]1[c:3]2[c:8]([cH:9][c:10]([F:12])[cH:11]1)[O:7][CH2:6][CH2:5][CH:4]2[O:13][c:14]1[cH:15][c:16]([C:34](=[O:35])[N:36]([CH3:37])[CH3:38])[cH:17][c:18]2[n:19]([S:24]([c:25]3[cH:26][cH:27][c:28]([CH3:29])[cH:30][cH:31]3)(=[O:32])=[O:33])[c:20]([CH3:23])[n:21][c:22]12.[Na+:40].[O:41]1[CH2:42][CH2:43][CH2:44][CH2:45]1.[OH-:39]>>[F:1][c:2]1[c:3]2[c:8]([cH:9][c:10]([F:12])[cH:11]1)[O:7][CH2:6][CH2:5][CH:4]2[O:13][c:14]1[cH:15][c:16]([C:34](=[O:35])[N:36]([CH3:37])[CH3:38])[cH:17][c:18]2[nH:19][c:20]([CH3:23])[n:21][c:22]12. Reactants: CCOC(=O)C(CCSC)NC(=O)C(N)C(C)c1cccc2ccccc12, CCO, Cl, N. Yields the product CSCCC1NC(=O)C(C(C)c2cccc3ccccc23)NC1=O. Reaction SMILES: [CH2:2]([O:4][C:5](=[O:3])[CH:6]([NH:7][C:8]([CH:9]([CH:10]([CH3:11])[c:12]1[cH:13][cH:14][cH:15][c:16]2[cH:17][cH:18][cH:19][cH:20][c:21]12)[NH2:22])=[O:23])[CH2:24][CH2:25][S:26][CH3:27])[CH3:28].[CH3:30][CH2:31][OH:32].[ClH:1].[NH3:29]>>[O:4]=[C:5]1[CH:6]([CH2:24][CH2:25][S:26][CH3:27])[NH:7][C:8](=[O:23])[CH:9]([CH:10]([CH3:11])[c:12]2[cH:13][cH:14][cH:15][c:16]3[cH:17][cH:18][cH:19][cH:20][c:21]23)[NH:22]1. Reactants: NC=1N=CC(=NC1)C1=CC(CCC1)=O (3-(5-aminopyrazin-2-yl)cyclohex-2-enone), [Ce] (cerium), [Cl-] (chloride), [BH4-].[Na+] (sodium borohydride), S(=O)(=O)([O-])[O-].[Na+].[Na+] (sodium sulfate). Run in C(C)O (ethanol), O (water). Run at time 1 hour. The product is NC=1N=CC(=NC1)C1=CC(CCC1)O (3-(5-aminopyrazin-2-yl)cyclohex-2-enol). Yield: 98.3%. RXN SMILES: [NH2:1][C:2]1[N:3]=[CH:4][C:5]([C:8]2[CH2:13][CH2:12][CH2:11][C:10](=[O:14])[CH:9]=2)=[N:6][CH:7]=1.[Ce].[Cl-].[BH4-].[Na+].S([O-])([O-])(=O)=O.[Na+].[Na+]>C(O)C.O>[NH2:1][C:2]1[N:3]=[CH:4][C:5]([C:8]2[CH2:13][CH2:12][CH2:11][CH:10]([OH:14])[CH:9]=2)=[N:6][CH:7]=1 |f:3.4,5.6.7|. Reported procedure: To a solution of 3-(5-aminopyrazin-2-yl)cyclohex-2-enone (150 mg, 0.793 mmol) in ethanol (2643 μL) was added cerium (Ill) chloride (293 mg, 1.189 mmol) at room temperature. The reaction mixture was stirred at room temperature for 1 h until all the materials were dissolved. The reaction mixture was then cooled to 0° C. and sodium borohydride (45.0 mg, 1.189 mmol) was added in portions. The reaction mixture was stirred upon warming up to room temperature for 2 h. The reaction mixture was cooled to... Starting materials: C1(CC1)N1C=C(C(C2=CC(=C(C(=C12)C(F)(F)F)F)F)=O)C(=O)O (1-cyclopropyl-6,7-difluoro-1,4-dihydro-4-oxo-8-trifluoromethyl-3-quinolinecarboxylic acid), N1CC(CC1)C1=CC=NC=C1 (4-(3-pyrrolidinyl)-pyridine). Product: C1(CC1)N1C=C(C(C2=CC(=C(C(=C12)C(F)(F)F)N1CC(CC1)C1=CC=NC=C1)F)=O)C(=O)O (1-Cyclopropyl-6-fluoro-1,4-dihydro-4-oxo-7-[3-(4-pyridinyl)-1-pyrrolidinyl]-8-(trifluoromethyl)-3-quinolinecarboxylic acid). Yield: 58.0%. As a reaction SMILES: [CH:1]1([N:4]2[C:13]3[C:8](=[CH:9][C:10]([F:19])=[C:11](F)[C:12]=3[C:14]([F:17])([F:16])[F:15])[C:7](=[O:20])[C:6]([C:21]([OH:23])=[O:22])=[CH:5]2)[CH2:3][CH2:2]1.[NH:24]1[CH2:28][CH2:27][CH:26]([C:29]2[CH:34]=[CH:33][N:32]=[CH:31][CH:30]=2)[CH2:25]1>>[CH:1]1([N:4]2[C:13]3[C:8](=[CH:9][C:10]([F:19])=[C:11]([N:24]4[CH2:28][CH2:27][CH:26]([C:29]5[CH:30]=[CH:31][N:32]=[CH:33][CH:34]=5)[CH2:25]4)[C:12]=3[C:14]([F:15])([F:16])[F:17])[C:7](=[O:20])[C:6]([C:21]([OH:23])=[O:22])=[CH:5]2)[CH2:3][CH2:2]1. Procedure: Starting from 1-cyclopropyl-6,7-difluoro-1,4-dihydro-4-oxo-8-trifluoromethyl-3-quinolinecarboxylic acid (1.05 g, 3.5 mmol) and 4-(3-pyrrolidinyl)-pyridine, a procedure analogous to that given in Example 1 provided the title compound (0.93 g, 58%) as a beige solid, mp 244°-245° C. Starting materials: O=C1CCC(=O)N1Br, ClC(Cl)(Cl)Cl, CCOCC, Cc1ccc(C(O)(C(F)(F)F)C(F)(F)F)cc1, CC(C)(C#N)N=NC(C)(C)C#N. The product is OC(c1ccc(CBr)cc1)(C(F)(F)F)C(F)(F)F. Reaction SMILES: [Br:18][N:19]1[C:20](=[O:21])[CH2:22][CH2:23][C:24]1=[O:25].[C:43]([Cl:44])([Cl:45])([Cl:46])[Cl:47].[CH3:38][CH2:39][O:40][CH2:41][CH3:42].[F:1][C:2]([C:3]([C:4]([F:5])([F:6])[F:7])([OH:8])[c:9]1[cH:10][cH:11][c:12]([CH3:15])[cH:13][cH:14]1)([F:16])[F:17].[N:26]([C:27]([CH3:28])([CH3:29])[C:30]#[N:31])=[N:32][C:33]([CH3:34])([CH3:35])[C:36]#[N:37]>>[F:1][C:2]([C:3]([C:4]([F:5])([F:6])[F:7])([OH:8])[c:9]1[cH:10][cH:11][c:12]([CH2:15][Br:18])[cH:13][cH:14]1)([F:16])[F:17]. Reactants: COCOc1ccc(CCC2CC=CC(=O)CCC2)cc1, [Na+], [Na+], O=C([O-])[O-], O=C(O)C(F)(F)F. Product: O=C1C=CCC(CCc2ccc(O)cc2)CCC1. As a reaction SMILES: [CH3:1][O:2][CH2:3][O:4][c:5]1[cH:6][cH:7][c:8]([CH2:11][CH2:12][CH:13]2[CH2:14][CH:15]=[CH:16][C:17](=[O:21])[CH2:18][CH2:19][CH2:20]2)[cH:9][cH:10]1.[Na+:22].[Na+:23].[O-:24][C:25](=[O:26])[O-:27].[OH:28][C:29]([C:30]([F:31])([F:32])[F:33])=[O:34]>>[OH:4][c:5]1[cH:6][cH:7][c:8]([CH2:11][CH2:12][CH:13]2[CH2:14][CH:15]=[CH:16][C:17](=[O:21])[CH2:18][CH2:19][CH2:20]2)[cH:9][cH:10]1. Reactants: NC1=NC(=NC=C1)CSCCNC(SC)=NC#N (4-amino-2-[2-(3-cyano-2-methylisothioureido)ethylthiomethyl]pyrimidine), CN (methylamine). The solvent is C(C)O (ethanol). Run at time 18 hour. Yields the product NC1=NC(=NC=C1)CSCCNC(=NC#N)NC (4-amino-2-[2-(2-cyano-3-methylguanidino)ethylthiomethyl]pyrimidine). RXN SMILES: [NH2:1][C:2]1[CH:7]=[CH:6][N:5]=[C:4]([CH2:8][S:9][CH2:10][CH2:11][NH:12][C:13](=[N:16][C:17]#[N:18])SC)[N:3]=1.[CH3:19][NH2:20]>C(O)C>[NH2:1][C:2]1[CH:7]=[CH:6][N:5]=[C:4]([CH2:8][S:9][CH2:10][CH2:11][NH:12][C:13]([NH:20][CH3:19])=[N:16][C:17]#[N:18])[N:3]=1. Reported procedure: A solution of 4-amino-2-[2-(3-cyano-2-methylisothioureido)ethylthiomethyl]pyrimidine (0.75 g.) in 33% w/v methylamine in ethanol (15 ml.) was left at room temperature for 18 hours. The solution was concentrated to 5 ml., cooled in ice, and the crystalline precipitate collected to give 4-amino-2-[2-(2-cyano-3-methylguanidino)ethylthiomethyl]pyrimidine (0.52 g.), m.p. 189°-190°. Reactants: ClC=1C=NC=C(C1N)Cl (3,5-dichloro-4-aminopyridine), C1(CCCC1)SC=1C=C(C(=O)Cl)C=CC1OC (3-cyclopentylthio-4-methoxybenzoyl chloride), [Cl-].[NH4+] (ammonium chloride), [H-].[Na+] (sodium hydride), 40C. Solvent: O1CCCC1 (tetrahydrofuran), O1CCCC1 (tetrahydrofuran), O1CCCC1 (tetrahydrofuran), O1CCCC1 (tetrahydrofuran). Conditions: time 1 hour. Product: C1(CCCC1)SC=1C=C(C(=O)NC2=C(C=NC=C2Cl)Cl)C=CC1OC (3-cyclopentylthio-N-(3,5-dichloropyrid-4-yl)-4-methoxybenzamide). The yield is 18.9%. RXN SMILES: [H-].[Na+].[Cl:3][C:4]1[CH:5]=[N:6][CH:7]=[C:8]([Cl:11])[C:9]=1[NH2:10].[CH:12]1([S:17][C:18]2[CH:19]=[C:20]([CH:24]=[CH:25][C:26]=2[O:27][CH3:28])[C:21](Cl)=[O:22])[CH2:16][CH2:15][CH2:14][CH2:13]1.[Cl-].[NH4+]>O1CCCC1>[CH:12]1([S:17][C:18]2[CH:19]=[C:20]([CH:24]=[CH:25][C:26]=2[O:27][CH3:28])[C:21]([NH:10][C:9]2[C:8]([Cl:11])=[CH:7][N:6]=[CH:5][C:4]=2[Cl:3])=[O:22])[CH2:13][CH2:14][CH2:15][CH2:16]1 |f:0.1,4.5|. Reported procedure: A suspension of sodium hydride (60% dispersion in oil; 3.2 g; 80 mmol) in dry tetrahydrofuran (70 mL) under nitrogen at 40C is treated with 3,5-dichloro-4-aminopyridine (6.5 g) in dry tetrahydrofuran (80 mL) during 15 minutes and the solution is stirred at room temperature for 1 hour. After cooling to 5° C., it is treated with 3-cyclopentylthio-4-methoxybenzoyl chloride (that is prepared from 9.0 g of 3-cyclopentylthio-4-methoxybenzoic acid as described in Reference Example 47) in dry tetrahydro... The solvent is CO (MeOH). Starting materials: BrC=1C=C(C(=NC1)F)[C@@](CS(=O)(=O)C1(CCC1)C#N)(C)NS(=O)C(C)(C)C (N—((R)-2-(5-bromo-2-fluoropyridin-3-yl)-1-((1-cyanocyclobutyl)sulfonyl)propan-2-yl)-2-methylpropane-2-sulfinamide), Cl (hydrogen chloride), C(C)OCC (diethyl ether). Run at time 30 minute. Product: N[C@](CS(=O)(=O)C1(CCC1)C#N)(C)C=1C(=NC=C(C1)Br)F ((R)-1-((2-amino-2-(5-bromo-2-fluoropyridin-3-yl)propyl)sulfonyl)cyclobutanecarbonitrile). Procedure: To a solution of N—((R)-2-(5-bromo-2-fluoropyridin-3-yl)-1-((1-cyanocyclobutyl)sulfonyl)propan-2-yl)-2-methylpropane-2-sulfinamide (7.0 g, 14.57 mmol) in MeOH (10 mL) was added hydrogen chloride, 1 m in diethyl ether (58.3 ml, 58.3 mmol) and stirred at room temperature for 30 min until starting material was consumed. The mixture was concentrated, diluted with DCM and neutralized with 10% Na2CO3 and 1 N NaOH. The organic phase was dried over Na2SO4, filtered and concentrated to afford a pale yell... RXN SMILES: [Br:1][C:2]1[CH:3]=[C:4]([C@:9]([NH:21]S(C(C)(C)C)=O)([CH3:20])[CH2:10][S:11]([C:14]2([C:18]#[N:19])[CH2:17][CH2:16][CH2:15]2)(=[O:13])=[O:12])[C:5]([F:8])=[N:6][CH:7]=1.Cl.C(OCC)C>CO>[NH2:21][C@@:9]([C:4]1[C:5]([F:8])=[N:6][CH:7]=[C:2]([Br:1])[CH:3]=1)([CH3:20])[CH2:10][S:11]([C:14]1([C:18]#[N:19])[CH2:17][CH2:16][CH2:15]1)(=[O:13])=[O:12].